The task is: describe an organic reaction: reactants, conditions, products, and yield. This data is from the Open Reaction Database (ORD), a public repository of structured organic reaction records. The reactants are C(N)(=O)C1=CC(=CS1)C1=NN(C2=C1C(=NC=C2)OC)[C@H]2CC[C@H](CC2)NC(OC(C)(C)C)=O (tert-butyl (cis-4-(3-(5-carbamoyl-3-thienyl)-4-methoxy-1H-pyrazolo[4,3-c]pyridin-1-yl)cyclohexyl)carbamate), [I-].[Na+] (sodium iodide), Cl[Si](C)(C)C (chloro(trimethyl)silane), FC(C(=O)O)(F)F (Trifluoroacetic acid). Run in C1CCOC1 (THF), C(C)#N (acetonitrile). Run at temperature 50 celsius, time 1 hour. Yields the product N[C@H]1CC[C@H](CC1)N1N=C(C=2C(NC=CC21)=O)C=2C=C(SC2)C(=O)N (4-(1-(cis-4-aminocyclohexyl)-4-oxo-4,5-dihydro-1H-pyrazolo[4,3-c]pyridin-3-yl)thiophene-2-carboxamide). Isolated yield 619.7%. RXN SMILES: [C:1]([C:4]1[S:8][CH:7]=[C:6]([C:9]2[C:13]3[C:14]([O:18]C)=[N:15][CH:16]=[CH:17][C:12]=3[N:11]([C@@H:20]3[CH2:25][CH2:24][C@H:23]([NH:26]C(=O)OC(C)(C)C)[CH2:22][CH2:21]3)[N:10]=2)[CH:5]=1)(=[O:3])[NH2:2].[I-].[Na+].Cl[Si](C)(C)C.FC(F)(F)C(O)=O>C1COCC1.C(#N)C>[NH2:26][C@@H:23]1[CH2:24][CH2:25][C@H:20]([N:11]2[C:12]3[CH:17]=[CH:16][NH:15][C:14](=[O:18])[C:13]=3[C:9]([C:6]3[CH:5]=[C:4]([C:1]([NH2:2])=[O:3])[S:8][CH:7]=3)=[N:10]2)[CH2:21][CH2:22]1 |f:1.2|. Procedure details: To a solution of tert-butyl (cis-4-(3-(5-carbamoyl-3-thienyl)-4-methoxy-1H-pyrazolo[4,3-c]pyridin-1-yl)cyclohexyl)carbamate (33.0 mg) in a mixed solvent of acetonitrile (2 ml) and THF (1 ml) were added sodium iodide (26.2 mg) and chloro(trimethyl)silane (0.089 ml), and the mixture was stirred at 50° C. for 1 hr. Trifluoroacetic acid (2 mL) was added thereto, and the mixture was stirred at 50° C. for additional 2 hr. The reaction mixture was concentrated under reduced pressure, and the obtained r... Reactants: O (water), O.[SH-].[Na+] (sodium hydrosulfide hydrate), CC1(CC(=NO1)S(=O)(=O)C)C (5,5-dimethyl-3-methylsulfonyl-2-isoxazoline), BrCC=1C(=NN(C1F)C1=CC=CC=C1)C(F)(F)F (4-bromomethyl-5-fluoro-1-phenyl-3-trifluoromethyl-1H-pyrazole). Run in CN(C=O)C (N,N-dimethylformamide), CN(C=O)C (N,N-dimethylformamide). Conditions: time 2 hour. Yields the product CC1(CC(=NO1)SCC=1C(=NN(C1F)C1=CC=CC=C1)C(F)(F)F)C (5,5-dimethyl-3-(5-fluoro-1-phenyl-3-trifluoromethyl-1H-pyrazol-4-ylmethylthio)-2-isoxazoline). Yield: 37.4%. As a reaction SMILES: O.[SH-].[Na+].[CH3:4][C:5]1([CH3:14])[O:9][N:8]=[C:7]([S:10]([CH3:13])(=O)=O)[CH2:6]1.BrC[C:17]1[C:18]([C:29]([F:32])([F:31])[F:30])=[N:19][N:20]([C:23]2[CH:28]=[CH:27][CH:26]=[CH:25][CH:24]=2)[C:21]=1[F:22].O>CN(C)C=O>[CH3:4][C:5]1([CH3:14])[O:9][N:8]=[C:7]([S:10][CH2:13][C:17]2[C:18]([C:29]([F:32])([F:31])[F:30])=[N:19][N:20]([C:23]3[CH:28]=[CH:27][CH:26]=[CH:25][CH:24]=3)[C:21]=2[F:22])[CH2:6]1 |f:0.1.2|. Reported procedure: 9.3 g of sodium hydrosulfide hydrate (purity: 70%, 116.3 mmoles) was added to a solution of 18.7 g (105.7 mmoles) of 5,5-dimethyl-3-methylsulfonyl-2-isoxazoline (present compound No. 2-1) dissolved in 300 ml of N,N-dimethylformamide. The mixture was stirred for 2 hours. The reaction system was ice-cooled. Thereto was added a solution of 30.3 g (93.8 mmoles) of 4-bromomethyl-5-fluoro-1-phenyl-3-trifluoromethyl-1H-pyrazole dissolved in 200 ml of N,N-dimethylformamide. The mixture was stirred at 0°... Reactants: C(C)(C)(C)OC(C(C)(C)O\N=C(/C(=O)O)\C=1N=C(SC1)NC(=O)OC(C)(C)C)=O ((Z)-2-(((1-(tert-butoxy)-2-methyl-1-oxopropan-2-yl)oxy)imino)-2-(2-((tert-butoxycarbonyl)amino)thiazol-4-yl)acetic acid), C1CC(=O)N(C1=O)Cl (NCS). The solvent is CN(C=O)C (N,N-Dimethylformamide). Product: C(C)(C)(C)OC(C(C)(C)O\N=C(/C(=O)O)\C=1N=C(SC1Cl)NC(=O)OC(C)(C)C)=O ((Z)-2-(((1-(tert-butoxy)-2-methyl-1-oxopropan-2-yl)oxy)imino)-2-(2-((tert-butoxycarbonyl)amino)-5-chlorothiazol-4-yl)acetic acid). Yield: 91.8%. RXN SMILES: [C:1]([O:5][C:6](=[O:29])[C:7]([O:10]/[N:11]=[C:12](/[C:16]1[N:17]=[C:18]([NH:21][C:22]([O:24][C:25]([CH3:28])([CH3:27])[CH3:26])=[O:23])[S:19][CH:20]=1)\[C:13]([OH:15])=[O:14])([CH3:9])[CH3:8])([CH3:4])([CH3:3])[CH3:2].C1C(=O)N([Cl:37])C(=O)C1>CN(C)C=O>[C:1]([O:5][C:6](=[O:29])[C:7]([O:10]/[N:11]=[C:12](/[C:16]1[N:17]=[C:18]([NH:21][C:22]([O:24][C:25]([CH3:28])([CH3:27])[CH3:26])=[O:23])[S:19][C:20]=1[Cl:37])\[C:13]([OH:15])=[O:14])([CH3:9])[CH3:8])([CH3:2])([CH3:3])[CH3:4]. Reported procedure: A solution of (Z)-2-(((1-(tert-butoxy)-2-methyl-1-oxopropan-2-yl)oxy)imino)-2-(2-((tert-butoxycarbonyl)amino)thiazol-4-yl)acetic acid (70 g, 147 mmol) and NCS (23.50 g, 176 mmol) in N,N-Dimethylformamide (DMF) (735 mL) was stirred at 40° C. for 2.5 h. The reaction was quenched by addition of H2O (2 L), EtOAc (1 L) and 5% aq. sodium thiosulfate soln (400 mL). The organic layer was separated, and washed with H2O (2×), brine, dried and evaporated to afford (Z)-2-(((1-(tert-butoxy)-2-methyl-1-oxopro... Reactants: S1C(=NC=C1)C1(CCNCC1)O (4-thiazol-2-yl-piperidin-4-ol), ClC=1N=C(C2=C(N1)C=C(S2)C=O)N2CCOCC2 (2-Chloro-4-morpholin-4-yl-thieno[3,2-d]pyrimidine-6-carbaldehyde). Yields the product ClC=1N=C(C2=C(N1)C=C(S2)CN2CCC(CC2)(O)C=2SC=CN2)N2CCOCC2 (1-(2-chloro-4-morpholin-4-yl-thieno[3,2-d]pyrimidin-6-ylmethyl)-4-thiazol-2-yl-piperidin-4-ol). Reaction SMILES: [S:1]1[CH:5]=[CH:4][N:3]=[C:2]1[C:6]1([OH:12])[CH2:11][CH2:10][NH:9][CH2:8][CH2:7]1.[Cl:13][C:14]1[N:15]=[C:16]([N:25]2[CH2:30][CH2:29][O:28][CH2:27][CH2:26]2)[C:17]2[S:22][C:21]([CH:23]=O)=[CH:20][C:18]=2[N:19]=1>>[Cl:13][C:14]1[N:15]=[C:16]([N:25]2[CH2:26][CH2:27][O:28][CH2:29][CH2:30]2)[C:17]2[S:22][C:21]([CH2:23][N:9]3[CH2:8][CH2:7][C:6]([C:2]4[S:1][CH:5]=[CH:4][N:3]=4)([OH:12])[CH2:11][CH2:10]3)=[CH:20][C:18]=2[N:19]=1. Reported procedure: Reaction of 4-thiazol-2-yl-piperidin-4-ol with 2-chloro-4-morpholin-4-yl-thieno[3,2-d]pyrimidine-6-carbaldehyde 10 using standard reductive amination conditions yielded 1-(2-chloro-4-morpholin-4-yl-thieno[3,2-d]pyrimidin-6-ylmethyl)-4-thiazol-2-yl-piperidin-4-ol, which was reacted with 2-aminopyrimidine-5-boronic acid in General Procedure A. Purification on silica yielded 408. 400 MHz 1H NMR CDCl3 9.30 (s, 2H); 7.76 (d, 1H, J=3.3 Hz); 7.325 (d, 1H, J=3.3 Hz); 7.31 (s, 1H); 5.23 (s, NH2); 4.07-3.... Reactants: C1(CCCCC1)N=C=NC1CCCCC1 (dicyclohexylcarbodiimide), C(C)(C)(C)OC(=O)N1C(SCC1C(=O)O)C=1C=NC=CC1 (N-tert-butoxycarbonyl-2-(3-pyridyl)thiazolidine-4-carboxylic acid), CC1CCNCC1 (4-methylpiperidine), ON1N=NC2=C1C=CC=C2 (1-hydroxybenzotriazole). Run in O1CCCC1 (tetrahydrofuran), O1CCCC1 (tetrahydrofuran), C(C)(=O)OCC (ethyl acetate). Reaction conditions: time 1 hour. Product: CC1CCN(CC1)C(=O)C1N(C(SC1)C=1C=NC=CC1)C(=O)OC(C)(C)C (4-methyl-1-[3-tert-butoxycarbonyl-2-(3-pyridyl)thiazolidin-4-ylcarbonyl]piperidine). RXN SMILES: C1(N=C=NC2CCCCC2)CCCCC1.[C:16]([O:20][C:21]([N:23]1[CH:27]([C:28]([OH:30])=O)[CH2:26][S:25][CH:24]1[C:31]1[CH:32]=[N:33][CH:34]=[CH:35][CH:36]=1)=[O:22])([CH3:19])([CH3:18])[CH3:17].[CH3:37][CH:38]1[CH2:43][CH2:42][NH:41][CH2:40][CH2:39]1.ON1C2C=CC=CC=2N=N1>O1CCCC1.C(OCC)(=O)C>[CH3:37][CH:38]1[CH2:43][CH2:42][N:41]([C:28]([CH:27]2[CH2:26][S:25][CH:24]([C:31]3[CH:32]=[N:33][CH:34]=[CH:35][CH:36]=3)[N:23]2[C:21]([O:20][C:16]([CH3:17])([CH3:18])[CH3:19])=[O:22])=[O:30])[CH2:40][CH2:39]1. Procedure: A solution of 540 mg of dicyclohexylcarbodiimide in 5 ml of tetrahydrofuran was added dropwise to a mixture of 810 mg of N-tert-butoxycarbonyl-2-(3-pyridyl)thiazolidine-4-carboxylic acid, 260 mg of 4-methylpiperidine, 530 mg of 1-hydroxybenzotriazole and 10 ml of tetrahydrofuran with ice cooling, and the mixture was stirred with ice cooling for 1 hour and then at room temperature for 12 hours. The reaction mixture was diluted with 30 ml of ethyl acetate, and the insoluble matter was filtered off...